From a dataset of the Open Reaction Database (ORD), a public repository of structured organic reaction records. describe an organic reaction: reactants, conditions, products, and yield Starting materials: C(C)(C)(C)OC(=O)N(S(=O)(=O)C)C=1C=C(SC1)C(=O)O (4-(N-(tert-butoxycarbonyl)methylsulfonamido)-thiophene-2-carboxylic acid), ClC=1C=[N+](C=C(C1C[C@H](O)C1=CC(=C(C=C1)OC(F)F)OCC1CC1)Cl)[O-] ((S)-3,5-dichloro-4-(2-(3-(cyclopropylmethoxy)-4-(difluoromethoxy)phenyl)-2-hydroxyethyl)pyridine 1-oxide), C(CCl)Cl (EDC). Reagents/catalysts: CN(C)C=1C=CN=CC1 (DMAP). The solvent is C(Cl)Cl (DCM), C(Cl)Cl (DCM). Run at time 8 hour. The product is C(C)(C)(C)OC(=O)N(S(=O)(=O)C)C=1C=C(SC1)C(=O)O[C@@H](CC1=C(C=[N+](C=C1Cl)[O-])Cl)C1=CC(=C(C=C1)OC(F)F)OCC1CC1 ((S)-4-(2-(4-(N-(tert-butoxycarbonyl)methylsulfonamido)thiophene-2-carbonyloxy)-2-(3-(cyclopropylmethoxy)-4-(difluoromethoxy)phenyl)ethyl)-3,5-dichloropyridine 1-oxide). The yield is 32.2%. RXN SMILES: [C:1]([O:5][C:6]([N:8]([C:13]1[CH:14]=[C:15]([C:18]([OH:20])=[O:19])[S:16][CH:17]=1)[S:9]([CH3:12])(=[O:11])=[O:10])=[O:7])([CH3:4])([CH3:3])[CH3:2].[Cl:21][C:22]1[CH:23]=[N+:24]([O-:47])[CH:25]=[C:26]([Cl:46])[C:27]=1[CH2:28][C@@H:29]([C:31]1[CH:36]=[CH:35][C:34]([O:37][CH:38]([F:40])[F:39])=[C:33]([O:41][CH2:42][CH:43]2[CH2:45][CH2:44]2)[CH:32]=1)O.C(Cl)CCl>C(Cl)Cl.CN(C1C=CN=CC=1)C>[C:1]([O:5][C:6]([N:8]([C:13]1[CH:14]=[C:15]([C:18]([O:20][C@H:29]([C:31]2[CH:36]=[CH:35][C:34]([O:37][CH:38]([F:39])[F:40])=[C:33]([O:41][CH2:42][CH:43]3[CH2:44][CH2:45]3)[CH:32]=2)[CH2:28][C:27]2[C:26]([Cl:46])=[CH:25][N+:24]([O-:47])=[CH:23][C:22]=2[Cl:21])=[O:19])[S:16][CH:17]=1)[S:9]([CH3:12])(=[O:11])=[O:10])=[O:7])([CH3:4])([CH3:2])[CH3:3]. Reported procedure: To a solution of 4-(N-(tert-butoxycarbonyl)methylsulfonamido)-thiophene-2-carboxylic acid (Int. 44) (100 mg, 0.311 mmol) in DCM (5 ml), (S)-3,5-dichloro-4-(2-(3-(cyclopropylmethoxy)-4-(difluoromethoxy)phenyl)-2-hydroxyethyl)pyridine 1-oxide (131 mg, 0.311 mmol), EDC (179 mg, 0.934 mmol) and DMAP (19.01 mg, 0.156 mmol) were added, and reaction was stirred at RT overnight. The mixture was diluted with DCM (10 ml) and washed with 1N HCl; the aqueous phase was extracted with EtOAc and the combined o... Reactants: C1CCOC1, COC=O, CC(C)[N-]C(C)C, Clc1cnc(Cl)c(Cl)c1, [Li+], [Na+], O=C([O-])O. Reaction SMILES: [CH2:27]1[O:28][CH2:29][CH2:30][CH2:31]1.[CH:18](=[O:19])[O:20][CH3:21].[CH:1]([N-:2][CH:3]([CH3:4])[CH3:5])([CH3:6])[CH3:7].[Cl:9][c:10]1[n:11][cH:12][c:13]([Cl:17])[cH:14][c:15]1[Cl:16].[Li+:8].[Na+:26].[O-:22][C:23]([OH:24])=[O:25]>>[Cl:9][c:10]1[n:11][cH:12][c:13]([Cl:17])[c:14]([CH:18]=[O:19])[c:15]1[Cl:16]. Product: O=Cc1c(Cl)cnc(Cl)c1Cl. Reactants: COC(C1=CC(=CC=C1)NC1=C(N=C(S1)C)C(NC1=CC(=CC=C1)Cl)=O)=O (3-[4-(3-chloro-phenylcarbamoyl)-2-methyl-thiazol-5-ylamino]-benzoic acid methyl ester), [H-].[Al+3].[Li+].[H-].[H-].[H-] (lithium aluminium hydride). The solvent is C1CCOC1 (THF). Reaction conditions: time 30 minute. Yields the product ClC=1C=C(C=CC1)NC(=O)C=1N=C(SC1NC1=CC(=CC=C1)CO)C (5-(3-Hydroxymethyl-phenylamino)-2-methyl-thiazole-4-carboxylic acid (3-chloro-phenyl)-amide). The yield is 107.0%. RXN SMILES: C[O:2][C:3](=O)[C:4]1[CH:9]=[CH:8][CH:7]=[C:6]([NH:10][C:11]2[S:15][C:14]([CH3:16])=[N:13][C:12]=2[C:17](=[O:26])[NH:18][C:19]2[CH:24]=[CH:23][CH:22]=[C:21]([Cl:25])[CH:20]=2)[CH:5]=1.[H-].[Al+3].[Li+].[H-].[H-].[H-]>C1COCC1>[Cl:25][C:21]1[CH:20]=[C:19]([NH:18][C:17]([C:12]2[N:13]=[C:14]([CH3:16])[S:15][C:11]=2[NH:10][C:6]2[CH:7]=[CH:8][CH:9]=[C:4]([CH2:3][OH:2])[CH:5]=2)=[O:26])[CH:24]=[CH:23][CH:22]=1 |f:1.2.3.4.5.6|. Procedure: A solution of 3-[4-(3-chloro-phenylcarbamoyl)-2-methyl-thiazol-5-ylamino]-benzoic acid methyl ester (0.02 g, 0.05 mmol) in THF (1.00 ml) was treated at room temperature with lithium aluminium hydride (0.008 g, 0.20 mmol) and stirred at room temperature for 30 min. The reaction mixture was quenched with a drop of 5N NaOH and sodium sulphate. The solids were filtered and the mother liquor evaporated. The residue was purified by flash chromatography (heptane/ethyl acetate) to yield the title compou... Starting materials: Cl.C1(=CC=CC2=CC=CC=C12)CC(=N)N (2-(1-naphthyl)ethanamidine hydrochloride), O.NN (hydrazine hydrate), C(C)(=O)NC(C(C(=O)OCC)=O)C (ethyl 3-(acetylamino)-2-oxobutanoate). The product is C1(=CC=CC2=CC=CC=C12)CC1=NN=C(C(N1)=O)C(C)NC(C)=O (N-{1-[3-(1-naphthylmethyl)-5-oxo-4,5-dihydro-1,2,4-triazin-6-yl]ethyl}acetamide). Reaction SMILES: Cl.[C:2]1([CH2:12][C:13]([NH2:15])=[NH:14])[C:11]2[C:6](=[CH:7][CH:8]=[CH:9][CH:10]=2)[CH:5]=[CH:4][CH:3]=1.O.[NH2:17]N.[C:19]([NH:22][CH:23]([CH3:31])[C:24](=O)[C:25](OCC)=[O:26])(=[O:21])[CH3:20]>>[C:2]1([CH2:12][C:13]2[NH:15][C:25](=[O:26])[C:24]([CH:23]([NH:22][C:19](=[O:21])[CH3:20])[CH3:31])=[N:17][N:14]=2)[C:11]2[C:6](=[CH:7][CH:8]=[CH:9][CH:10]=2)[CH:5]=[CH:4][CH:3]=1 |f:0.1,2.3|. Procedure: Analogously to Example 10A, 1.67 g (8.00 mmol) of 2-(1-naphthyl)ethanamidine hydrochloride are reacted with 401 mg (8.00 mmol) of hydrazine hydrate and 2.70 g (14.4 mmol) of ethyl 3-(acetylamino)-2-oxobutanoate to give N-{1-[3-(1-naphthylmethyl)-5-oxo-4,5-dihydro-1,2,4-triazin-6-yl]ethyl}acetamide. Starting materials: Cl (hydrochloric acid), COC=1C=C(C=C(C1OC)OC)C1=CC=C(C(=O)N2CCN(CCC2)CCCN2CCN(CCC2)C(C2=CC=C(C=C2)C2=CC(=C(C(=C2)OC)OC)OC)=O)C=C1 (1,1′-trimethylenedi[4-[4-(3,4,5-trimethoxyphenyl)benzoyl]hexahydro-l,4-diazepine]). Run in C(C)O (ethanol). Product: Cl.Cl.COC=1C=C(C=C(C1OC)OC)C1=CC=C(C(=O)N2CCN(CCC2)CCCN2CCN(CCC2)C(C2=CC=C(C=C2)C2=CC(=C(C(=C2)OC)OC)OC)=O)C=C1 (1,1′-Trimethylenedi[4-[4-(3,4,5-trimethoxyphenyl)benzoyl]hexahydro-1,4-diazepine]dihydrochloride). As a reaction SMILES: [ClH:1].[CH3:2][O:3][C:4]1[CH:5]=[C:6]([C:14]2[CH:58]=[CH:57][C:17]([C:18]([N:20]3[CH2:26][CH2:25][CH2:24][N:23]([CH2:27][CH2:28][CH2:29][N:30]4[CH2:36][CH2:35][CH2:34][N:33]([C:37](=[O:56])[C:38]5[CH:43]=[CH:42][C:41]([C:44]6[CH:49]=[C:48]([O:50][CH3:51])[C:47]([O:52][CH3:53])=[C:46]([O:54][CH3:55])[CH:45]=6)=[CH:40][CH:39]=5)[CH2:32][CH2:31]4)[CH2:22][CH2:21]3)=[O:19])=[CH:16][CH:15]=2)[CH:7]=[C:8]([O:12][CH3:13])[C:9]=1[O:10][CH3:11]>C(O)C>[ClH:1].[ClH:1].[CH3:51][O:50][C:48]1[CH:49]=[C:44]([C:41]2[CH:42]=[CH:43][C:38]([C:37]([N:33]3[CH2:34][CH2:35][CH2:36][N:30]([CH2:29][CH2:28][CH2:27][N:23]4[CH2:24][CH2:25][CH2:26][N:20]([C:18](=[O:19])[C:17]5[CH:57]=[CH:58][C:14]([C:6]6[CH:5]=[C:4]([O:3][CH3:2])[C:9]([O:10][CH3:11])=[C:8]([O:12][CH3:13])[CH:7]=6)=[CH:15][CH:16]=5)[CH2:21][CH2:22]4)[CH2:31][CH2:32]3)=[O:56])=[CH:39][CH:40]=2)[CH:45]=[C:46]([O:54][CH3:55])[C:47]=1[O:52][CH3:53] |f:3.4.5|. Reported procedure: Concentrated hydrochloric acid (0.025 ml; 0.30 mmol) was added to a solution of 1,1′-trimethylenedi[4-[4-(3,4,5-trimethoxyphenyl)benzoyl]hexahydro-l,4-diazepine] (46 mg; 0.060 mmol) in ethanol (5 ml) and the reaction mixture was concentrated under reduced pressure. The concentrated residue was suspended in diethyl ether and collected by filtration to obtain the title compound as a colorless crystalline powder.